This data is from the Open Reaction Database (ORD), a public repository of structured organic reaction records. The task is: describe an organic reaction: reactants, conditions, products, and yield Reactants: C(=O)([O-])C(O)C(O)C(=O)[O-].[Na+].[K+] (Potassium sodium (+)-tartrate), C(C)OC=1C=C(C#N)C=CC1OC (3-ethoxy-4-methoxybenzonitrile), [H-].[Al+3].[Li+].[H-].[H-].[H-] (lithium aluminum hydride). The solvent is O1CCCC1 (tetrahydrofuran), O1CCCC1 (tetrahydrofuran), C(C)(=O)OCC (ethyl acetate). Product: C(C)OC=1C=C(CN)C=CC1OC (3-ethoxy-4-methoxybenzylamine). Yield: 100.6%. As a reaction SMILES: [H-].[Al+3].[Li+].[H-].[H-].[H-].[CH2:7]([O:9][C:10]1[CH:11]=[C:12]([CH:15]=[CH:16][C:17]=1[O:18][CH3:19])[C:13]#[N:14])[CH3:8].C(C(C(C([O-])=O)O)O)([O-])=O.[Na+].[K+]>O1CCCC1.C(OCC)(=O)C>[CH2:7]([O:9][C:10]1[CH:11]=[C:12]([CH:15]=[CH:16][C:17]=1[O:18][CH3:19])[CH2:13][NH2:14])[CH3:8] |f:0.1.2.3.4.5,7.8.9|. Procedure: To a suspension of lithium aluminum hydride (1.17 g) in anhydrous tetrahydrofuran (15 mL) was added a solution of 3-ethoxy-4-methoxybenzonitrile (2.73 g) in tetrahydrofuran (15 mL). The mixture was stirred for an hour under water cooling and then for an hour at ambient temperature. Potassium sodium (+)-tartrate aqueous solution was added to the mixture under ice-water cooling. The mixture was diluted with ethyl acetate and the insolubles were filtered off. After evaporation of the filtrate, ethy... The reactants are C1(CCCCC1)N(S(=O)(=O)C1=CC(=CC=C1)CO)COCC[Si](C)(C)C (N-cyclohexyl-3-(hydroxymethyl)-N-{[2-(trimethylsilyl)ethoxy]methyl}benzenesulfonamide), [H-].[Na+] (sodium hydride), CS(=O)(=O)OCCOC1=CC=C(C=C1)CCN1C(O[C@@H](C1)C1=CC2=C(OC(OC2)(C)C)C=C1)=O (2-(4-{2-[(5R)-5-(2,2-dimethyl-4H-1,3-benzodioxin-6-yl)-2-oxo-1,3-oxazolidin-3-yl]ethyl}phenoxy)ethyl methanesulfonate), P(=O)([O-])([O-])[O-] (Phosphate). Run in CN(C)C=O (DMF), CN(C)C=O (DMF), O (water). Reaction conditions: temperature 20 celsius, time 15 minute. Yields the product C1(CCCCC1)N(S(=O)(=O)C1=CC(=CC=C1)COCCOC1=CC=C(C=C1)CCN1C(O[C@@H](C1)C1=CC2=C(OC(OC2)(C)C)C=C1)=O)COCC[Si](C)(C)C (N-Cyclohexyl-3-{[2-(4-[2-[(5R)-5-(2,2-dimethyl-4H-1,3-benzodioxin-6-yl)-2-oxo-1,3-oxazolidin-3-yl]ethyl}phenoxy)ethoxy]methyl}-N-{[2-(trimethylsilyl)ethoxy]methyl}benzenesulfonamide). Reaction SMILES: [CH:1]1([N:7]([CH2:19][O:20][CH2:21][CH2:22][Si:23]([CH3:26])([CH3:25])[CH3:24])[S:8]([C:11]2[CH:16]=[CH:15][CH:14]=[C:13]([CH2:17][OH:18])[CH:12]=2)(=[O:10])=[O:9])[CH2:6][CH2:5][CH2:4][CH2:3][CH2:2]1.[H-].[Na+].CS(O[CH2:34][CH2:35][O:36][C:37]1[CH:42]=[CH:41][C:40]([CH2:43][CH2:44][N:45]2[CH2:49][C@@H:48]([C:50]3[CH:61]=[CH:60][C:53]4[O:54][C:55]([CH3:59])([CH3:58])[O:56][CH2:57][C:52]=4[CH:51]=3)[O:47][C:46]2=[O:62])=[CH:39][CH:38]=1)(=O)=O.P([O-])([O-])([O-])=O>CN(C=O)C.O>[CH:1]1([N:7]([CH2:19][O:20][CH2:21][CH2:22][Si:23]([CH3:26])([CH3:25])[CH3:24])[S:8]([C:11]2[CH:16]=[CH:15][CH:14]=[C:13]([CH2:17][O:18][CH2:34][CH2:35][O:36][C:37]3[CH:42]=[CH:41][C:40]([CH2:43][CH2:44][N:45]4[CH2:49][C@@H:48]([C:50]5[CH:61]=[CH:60][C:53]6[O:54][C:55]([CH3:58])([CH3:59])[O:56][CH2:57][C:52]=6[CH:51]=5)[O:47][C:46]4=[O:62])=[CH:39][CH:38]=3)[CH:12]=2)(=[O:10])=[O:9])[CH2:2][CH2:3][CH2:4][CH2:5][CH2:6]1 |f:1.2|. Procedure details: A solution of N-cyclohexyl-3-(hydroxymethyl)-N-{[2-(trimethylsilyl)ethoxy]methyl}benzenesulfonamide (207 mg) in DMF (5 ml) under nitrogen was treated with sodium hydride (60% dispersion in mineral oil, 24 mg) and the mixture stirred at 20° C. for 15 min. A solution of 2-(4-{2-[(5R)-5-(2,2-dimethyl-4H-1,3-benzodioxin-6-yl)-2-oxo-1,3-oxazolidin-3-yl]ethyl}phenoxy)ethyl methanesulfonate [Example 15 i)] (170 mg) in DMF (3 ml) was added and the mixture stirred at 20° C. for 18 h. Phosphate buffer sol... The reactants are O (Water), ONC([C@H]([C@H](CC(C)C)C(=O)N1[C@@H](CN(CC1)C1=NC=CC=C1)C)O)=O ((2S,3S)-N,2-dihydroxy-5-methyl-3-{[(2R)-2-methyl-4-(2-pyridinyl)piperazinyl]carbonyl}hexanamide), ONC([C@H]([C@H](CC(C)C)C(=O)N1[C@@H](CN(CC1)C1=NC=CC=C1)C)O)=O ((2S,3S)-N,2-dihydroxy-5-methyl-3-{[(2R)-2-methyl-4-(2-pyridinyl)piperazinyl]carbonyl}hexanamide), CC1(OC([C@@H](O1)[C@@H](C(=O)OC1=C(C(=C(C(=C1F)F)F)F)F)CC(C)C)=O)C (pentafluorophenyl (2S)-2-[(4S)-2,2-dimethyl-5-oxo-1,3-dioxolan-4-yl]-4-methylpentanoate), ONC([C@H]([C@H](CC(C)C)C(=O)N1CCN(CC1)C1=NC=CC=C1)O)=O ((2S,3S)-N,2-dihydroxy-5-methyl-3-{[4-(2-pyridinyl)-1-piperazinyl]carbonyl}hexanamide), ONC([C@H]([C@H](CC(C)C)C(=O)N1CCN(CC1)C1=NC=CC=C1)O)=O ((2S,3S)-N,2-dihydroxy-5-methyl-3-{[4-(2-pyridinyl)-1-piperazinyl]carbonyl}hexanamide). Run in CN(C)C=O (DMF). Conditions: time 48 hour. Product: CC1(O[C@H](C(O1)=O)[C@H](CC(C)C)C(=O)N1[C@H](CN(CC1)C1=NC=CC=C1)C)C ((5S)-2,2-dimethyl-5-((1S)-3-methyl-1-{[(2S)-2-methyl-4-pyridin-2-ylpiperazin-1-yl]carbonyl}butyl)-1,3-dioxolan-4-one). Yield: 22.0%. As a reaction SMILES: [CH3:1][C:2]1([CH3:27])[O:6][C@@H:5]([C@H:7]([CH2:22][CH:23]([CH3:25])[CH3:24])[C:8]([O:10]C2C(F)=C(F)C(F)=C(F)C=2F)=O)[C:4](=[O:26])[O:3]1.ONC(=O)[C@@H](O)[C@@H](C(N1CCN(C2C=CC=CN=2)CC1)=O)CC(C)C.ONC(=O)[C@@H](O)[C@@H](C([N:64]1[CH2:69][CH2:68][N:67]([C:70]2[CH:75]=[CH:74][CH:73]=[CH:72][N:71]=2)[CH2:66][C@H:65]1[CH3:76])=O)CC(C)C.O>CN(C=O)C>[CH3:27][C:2]1([CH3:1])[O:3][C:4](=[O:26])[C@H:5]([C@@H:7]([C:8]([N:64]2[CH2:69][CH2:68][N:67]([C:70]3[CH:75]=[CH:74][CH:73]=[CH:72][N:71]=3)[CH2:66][C@@H:65]2[CH3:76])=[O:10])[CH2:22][CH:23]([CH3:24])[CH3:25])[O:6]1. Procedure details: To a solution of a 55/45 diastereoisomeric mixture of pentafluorophenyl (2S)-2-[(4S)-2,2-dimethyl-5-oxo-1,3-dioxolan-4-yl]-4-methylpentanoate and pentafluorophenyl (2R)-2-[(4S)-2,2-dimethyl-5-oxo-1,3-dioxolan-4-yl]-4-methylpentanoate (Intermediate 1, 198 mg; 0.50 mmol; 1.0 eq.) in DMF (4 mL) was added (3S)-3-methyl-1-pyridin-2-ylpiperazine (Intermediate 4, 88.6 mg; 0.50 mmol; 1.0 eq.) and the resulting reaction mixture was stirred 48 h at RT. Water was added and the mixture was extracted with Et... Reactants: O (Water), N(=[N+]=[N-])C(C)C1=C(C=C(S1)C1=NOC(C1)(C(F)(F)F)C1=CC(=CC(=C1)Cl)Cl)C (3-[5-(1-azido-ethyl)-4-methyl-thiophen-2-yl]-5-(3,5-dichloro-phenyl)-5-trifluoromethyl-4,5-dihydro-isoxazole), C1(=CC=CC=C1)P(C1=CC=CC=C1)C1=CC=CC=C1 (triphenylphosphine). Solvent: O1CCCC1 (tetrahydrofuran). Run at time 18 hour. Product: ClC=1C=C(C=C(C1)Cl)C1(CC(=NO1)C1=CC(=C(S1)C(C)N)C)C(F)(F)F (1-{5-[5-(3,5-dichloro-phenyl)-5-trifluoromethyl-4,5-dihydro-isoxazol-3-yl]-3-methyl-thiophen-2-yl}-ethylamine). Yield: 37.7%. RXN SMILES: O.[N:2]([CH:5]([C:7]1[S:11][C:10]([C:12]2[CH2:16][C:15]([C:21]3[CH:26]=[C:25]([Cl:27])[CH:24]=[C:23]([Cl:28])[CH:22]=3)([C:17]([F:20])([F:19])[F:18])[O:14][N:13]=2)=[CH:9][C:8]=1[CH3:29])[CH3:6])=[N+]=[N-].C1(P(C2C=CC=CC=2)C2C=CC=CC=2)C=CC=CC=1>O1CCCC1>[Cl:28][C:23]1[CH:22]=[C:21]([C:15]2([C:17]([F:18])([F:20])[F:19])[O:14][N:13]=[C:12]([C:10]3[S:11][C:7]([CH:5]([NH2:2])[CH3:6])=[C:8]([CH3:29])[CH:9]=3)[CH2:16]2)[CH:26]=[C:25]([Cl:27])[CH:24]=1. Procedure details: Water (2 ml) is added to a mixture of 3-[5-(1-azido-ethyl)-4-methyl-thiophen-2-yl]-5-(3,5-dichloro-phenyl)-5-trifluoromethyl-4,5-dihydro-isoxazole (0.80 g) and triphenylphosphine (0.93 g) in tetrahydrofuran (9 ml). After 18 hours at 50° C., the reaction mixture is concentrated in vacuo. The crude product is purified on a semi-preparative HPLC to yield 1-{5-[5-(3,5-dichloro-phenyl)-5-trifluoromethyl-4,5-dihydro-isoxazol-3-yl]-3-methyl-thiophen-2-yl}-ethylamine (0.284 g) as an orange solid. The reactants are C1(CCCCC1)=O (cyclohexanone), aluminum oxycarbonate. Solvent: O (Water). Run at time 3 hour. The product is C1(CCCCC1)=O (cyclohexanone), C1(CCCCC1)=C1C(CCCC1)=O (cyclohexylidene cyclohexanone). RXN SMILES: [C:1]1(=[O:7])[CH2:6][CH2:5][CH2:4][CH2:3][CH2:2]1>O>[C:1]1(=[O:7])[CH2:6][CH2:5][CH2:4][CH2:3][CH2:2]1.[C:1]1(=[C:2]2[CH2:3][CH2:4][CH2:5][CH2:6][C:1]2=[O:7])[CH2:6][CH2:5][CH2:4][CH2:3][CH2:2]1. Procedure: Using the equipment from Example 15, 1500 ml cyclohexanone was charged to the flask with 100 g aluminum oxycarbonate. The flask was heated to an initial boiling point of 142 degrees C. Water evolved quickly and the temperature rose to 200 degrees C. in three hours. The fluid was decanted and distilled yielding unreacted cyclohexanone along with cyclohexylidene cyclohexanone and the higher condensation product C18H26O believed to be dicyclohexylidene cyclohexanone. Reactants: ClC1=CC(=NC=N1)C(=O)NC1=CC=C(CNC(OC(C)(C)C)=O)C=C1 (tert-butyl (4-{[(6-chloropyrimidin-4-yl)carbonyl]amino}benzyl)carbamate), ClC1=CC(=NC=N1)C(=O)NC1=CC=C(CNC(OC(C)(C)C)=O)C=C1 (tert-butyl (4-{[(6-chloropyrimidin-4-yl)carbonyl]amino}benzyl)carbamate), C1(CC1)CNCCOC (N-(cyclopropylmethyl)-2-methoxyethanamine). Yields the product Cl.NCC1=CC=C(C=C1)NC(=O)C1=NC=NC(=C1)N(CCOC)CC1CC1 (N-[4-(aminomethyl)phenyl]-6-[(cyclopropylmethyl)(2-methoxyethyl)amino]pyrimidine-4-carboxamide hydrochloride). Reaction SMILES: [Cl:1][C:2]1[N:7]=[CH:6][N:5]=[C:4]([C:8]([NH:10][C:11]2[CH:25]=[CH:24][C:14]([CH2:15][NH:16]C(=O)OC(C)(C)C)=[CH:13][CH:12]=2)=[O:9])[CH:3]=1.[CH:26]1([CH2:29][NH:30][CH2:31][CH2:32][O:33][CH3:34])[CH2:28][CH2:27]1>>[ClH:1].[NH2:16][CH2:15][C:14]1[CH:13]=[CH:12][C:11]([NH:10][C:8]([C:4]2[CH:3]=[C:2]([N:30]([CH2:29][CH:26]3[CH2:28][CH2:27]3)[CH2:31][CH2:32][O:33][CH3:34])[N:7]=[CH:6][N:5]=2)=[O:9])=[CH:25][CH:24]=1 |f:2.3|. Procedure: Following the general method as outlined in Example 72 (Steps 1 and 2), starting from tert-butyl (4-{[(6-chloropyrimidin-4-yl)carbonyl]amino}benzyl)carbamate (Intermediate 22) and N-(cyclopropylmethyl)-2-methoxyethanamine, the title compound was obtained as a pale yellow solid after purification by column chromatography (silica) eluting with cyclohexane containing increasing amounts of EtOAc. Reactants: C1(=CC=CC=C1)C=1C=CC(=NC1)N (5-phenylpyridin-2-amine), COC=1C=C(C=CC1OC)S(=O)(=O)Cl (3,4-dimethoxybenzenesulfonyl chloride). Run in N1=CC=CC=C1 (pyridine). Conditions: time 19 hour. The product is COC=1C=C(C=CC1OC)S(=O)(=O)NC1=NC=C(C=C1)C1=CC=CC=C1 (3,4-Dimethoxy-N-[5-(phenyl)-pyridine-2-yl]benzenesulfonamide). Isolated yield 69.0%. RXN SMILES: [C:1]1([C:7]2[CH:8]=[CH:9][C:10]([NH2:13])=[N:11][CH:12]=2)[CH:6]=[CH:5][CH:4]=[CH:3][CH:2]=1.[CH3:14][O:15][C:16]1[CH:17]=[C:18]([S:24](Cl)(=[O:26])=[O:25])[CH:19]=[CH:20][C:21]=1[O:22][CH3:23]>N1C=CC=CC=1>[CH3:14][O:15][C:16]1[CH:17]=[C:18]([S:24]([NH:13][C:10]2[CH:9]=[CH:8][C:7]([C:1]3[CH:2]=[CH:3][CH:4]=[CH:5][CH:6]=3)=[CH:12][N:11]=2)(=[O:25])=[O:26])[CH:19]=[CH:20][C:21]=1[O:22][CH3:23]. Reported procedure: To a solution of 5-phenylpyridin-2-amine (340 mg, 2 mmol) in 10 mL of dry pyridine was added 3,4-dimethoxybenzenesulfonyl chloride (529 mg, 2.23 mmol). The solution was stirred at room temperature under Argon. After 19 h, the pyridine was removed in vacuo and flashed off with toluene, the solid residue was partitioned between EtOAc and 1M NaOH. The alkaline phase was made acidic and the solid was collected by filtration and dried in vacuo to give 511 mg of a solid. This was taken up in 5 mL of H... Reactants: O=C1CCC(COC(c2ccccc2)(c2ccccc2)c2ccccc2)N1, CC(C)(C)[O-], Cc1ccccc1, [K+], O, O=C(O)CC(O)(CC(=O)O)C(=O)O, BrCCCc1ccccc1. RXN SMILES: [C:7]([c:8]1[cH:9][cH:10][cH:11][cH:12][cH:13]1)([c:14]1[cH:15][cH:16][cH:17][cH:18][cH:19]1)([c:20]1[cH:21][cH:22][cH:23][cH:24][cH:25]1)[O:26][CH2:27][CH:28]1[CH2:29][CH2:30][C:31](=[O:33])[NH:32]1.[CH3:1][C:2]([CH3:3])([O-:4])[CH3:5].[CH3:57][c:58]1[cH:59][cH:60][cH:61][cH:62][cH:63]1.[K+:6].[OH2:64].[OH:44][C:45]([CH2:46][C:47]([C:48](=[O:49])[OH:50])([CH2:51][C:52](=[O:53])[OH:54])[OH:55])=[O:56].[c:34]1([CH2:40][CH2:41][CH2:42][Br:43])[cH:35][cH:36][cH:37][cH:38][cH:39]1>>[C:7]([c:8]1[cH:9][cH:10][cH:11][cH:12][cH:13]1)([c:14]1[cH:15][cH:16][cH:17][cH:18][cH:19]1)([c:20]1[cH:21][cH:22][cH:23][cH:24][cH:25]1)[O:26][CH2:27][CH:28]1[CH2:29][CH2:30][C:31](=[O:33])[N:32]1[CH2:42][CH2:41][CH2:40][c:34]1[cH:35][cH:36][cH:37][cH:38][cH:39]1. Yields the product O=C1CCC(COC(c2ccccc2)(c2ccccc2)c2ccccc2)N1CCCc1ccccc1.